From a dataset of the Open Reaction Database (ORD), a public repository of structured organic reaction records. describe an organic reaction: reactants, conditions, products, and yield Starting materials: ClC1=NC=CC(=N1)C=1C=C(C=CC1)C(C)=O (1-[3-(2-Chloro-pyrimidin-4-yl)-phenyl]-ethanone), COC1=CC=C(C=C1)CCN (2-(4-Methoxy-phenyl)-ethylamine), 348. Product: COC1=CC=C(C=C1)CCNC1=NC=CC(=N1)C=1C=C(C=CC1)C(C)=O (1-(3-{2-[2-(4-Methoxy-phenyl)-ethylamino]-pyrimidin-4-yl}-phenyl)-ethanone). RXN SMILES: Cl[C:2]1[N:7]=[C:6]([C:8]2[CH:9]=[C:10]([C:14](=[O:16])[CH3:15])[CH:11]=[CH:12][CH:13]=2)[CH:5]=[CH:4][N:3]=1.[CH3:17][O:18][C:19]1[CH:24]=[CH:23][C:22]([CH2:25][CH2:26][NH2:27])=[CH:21][CH:20]=1>>[CH3:17][O:18][C:19]1[CH:24]=[CH:23][C:22]([CH2:25][CH2:26][NH:27][C:2]2[N:7]=[C:6]([C:8]3[CH:9]=[C:10]([C:14](=[O:16])[CH3:15])[CH:11]=[CH:12][CH:13]=3)[CH:5]=[CH:4][N:3]=2)=[CH:21][CH:20]=1. Procedure details: Intermediate 38 was coupled with 2-(4-Methoxy-phenyl)-ethylamine following procedure F. LC-MS showed the product had the expected M+H+ of 348. Procedure: A suspension of acetamide 232 (2.49 g, 10.5 mmol) and cHCl (10 mL) in EtOH (50 mL) was heated at reflux temperature for 16 h. The solution was cooled, carefully neutralized with aqueous NH3 solution, extracted with EtOAc (2×50 mL), the combined organic fraction dried and the solvent evaporated to give nitroaniline 238 (2.05 g, 100%) as an orange solid: mp (EtOAc) 145-148° C. [lit. (Brancaccio, G.; Lotteiri, G.; Viterbo, R. J. Het. Chem. 1973, 10, 623-629) mp (H2O) 139-140° C.]; 1H NMR δ 7.54 (s,... Starting materials: [N+](=O)([O-])C1=C(C=C2CCCOC2=C1)NC(C)=O (N-(7-Nitro-3,4-dihydro-2H-chromen-6-yl)acetamide), [CH]Cl (cHCl), N (NH3). Solvent: CCO (EtOH). The product is [N+](=O)([O-])C1=C(C=C2CCCOC2=C1)N (7-Nitro-3,4-dihydro-2H-chromen-6-ylamine). Reaction SMILES: [N+:1]([C:4]1[CH:13]=[C:12]2[C:7]([CH2:8][CH2:9][CH2:10][O:11]2)=[CH:6][C:5]=1[NH:14]C(=O)C)([O-:3])=[O:2].[CH]Cl.N>CCO>[N+:1]([C:4]1[CH:13]=[C:12]2[C:7]([CH2:8][CH2:9][CH2:10][O:11]2)=[CH:6][C:5]=1[NH2:14])([O-:3])=[O:2] |^3:17|. Isolated yield 100.5%.